The task is: describe an organic reaction: reactants, conditions, products, and yield. This data is from the Open Reaction Database (ORD), a public repository of structured organic reaction records. Starting materials: C1=CCCCC1, Cc1nc2cc([N+](=O)[O-])ccc2c(=O)n1C1CCC(=O)NC1=O, CN(C)C=O. The product is Cc1nc2cc(N)ccc2c(=O)n1C1CCC(=O)NC1=O. RXN SMILES: [CH2:24]1[CH2:25][CH:26]=[CH:27][CH2:28][CH2:29]1.[CH3:1][c:2]1[n:3][c:4]2[cH:5][c:6]([N+:21]([O-:22])=[O:23])[cH:7][cH:8][c:9]2[c:10](=[O:20])[n:11]1[CH:12]1[C:13](=[O:19])[NH:14][C:15](=[O:18])[CH2:16][CH2:17]1.[O:30]=[CH:31][N:32]([CH3:33])[CH3:34]>>[CH3:1][c:2]1[n:3][c:4]2[cH:5][c:6]([NH2:21])[cH:7][cH:8][c:9]2[c:10](=[O:20])[n:11]1[CH:12]1[C:13](=[O:19])[NH:14][C:15](=[O:18])[CH2:16][CH2:17]1. Starting materials: C(C1=CC=CC=C1)OC1=CC(=C(C=C1)NC(=O)C=1C(=CC=CC1)C1=CC=C(C=C1)C(F)(F)F)C(N(C)C)=O (4′-Trifluoromethylbiphenyl-2-carboxylic acid (4-benzyloxy-2-dimethylcarbamoylphenyl)amide). The reagents and catalysts are [C].[Pd] (palladium carbon). The solvent is CO (MeOH), C1CCOC1 (THF). Run at time 5 hour. Yields the product CN(C(=O)C1=C(C=CC(=C1)O)NC(=O)C=1C(=CC=CC1)C1=CC=C(C=C1)C(F)(F)F)C (4′-trifluoromethylbiphenyl-2-carboxylic acid (2-dimethylcarbamoyl-4-hydroxyphenyl)amide). Yield: 105.9%. Reaction SMILES: C([O:8][C:9]1[CH:14]=[CH:13][C:12]([NH:15][C:16]([C:18]2[C:19]([C:24]3[CH:29]=[CH:28][C:27]([C:30]([F:33])([F:32])[F:31])=[CH:26][CH:25]=3)=[CH:20][CH:21]=[CH:22][CH:23]=2)=[O:17])=[C:11]([C:34](=[O:38])[N:35]([CH3:37])[CH3:36])[CH:10]=1)C1C=CC=CC=1>CO.C1COCC1.[C].[Pd]>[CH3:36][N:35]([CH3:37])[C:34]([C:11]1[CH:10]=[C:9]([OH:8])[CH:14]=[CH:13][C:12]=1[NH:15][C:16]([C:18]1[C:19]([C:24]2[CH:25]=[CH:26][C:27]([C:30]([F:31])([F:32])[F:33])=[CH:28][CH:29]=2)=[CH:20][CH:21]=[CH:22][CH:23]=1)=[O:17])=[O:38] |f:3.4|. Procedure: 4′-Trifluoromethylbiphenyl-2-carboxylic acid (4-benzyloxy-2-dimethylcarbamoylphenyl)amide (1.2 g) was dissolved in MeOH (25 mL)-THF (25 mL), and thereto was added 7.5% palladium carbon (250 mg). The mixture was stirred for 5 hours under hydrogen atmosphere. The reaction solution was filtered through a Celite and the filtrate was concentrated to give 4′-trifluoromethylbiphenyl-2-carboxylic acid (2-dimethylcarbamoyl-4-hydroxyphenyl)amide (1.05 g).